This data is from the Open Reaction Database (ORD), a public repository of structured organic reaction records. The task is: describe an organic reaction: reactants, conditions, products, and yield Product: ClC1=CC=C(C=C1)S(=O)(=O)N1C(CC2(OCCO2)CC1CC)C(=O)OCC (ethyl 8-(4-chlorophenylsulfonyl)-9-ethyl-1,4-dioxa-8-azaspiro[4.5]decane-7-carboxylate). As a reaction SMILES: [Cl:1][C:2]1[CH:7]=[CH:6][C:5]([S:8]([N:11]2[CH:16]([CH2:17][CH3:18])[CH2:15][C:14](=[O:19])[CH2:13][CH:12]2[C:20]([O:22][CH2:23][CH3:24])=[O:21])(=[O:10])=[O:9])=[CH:4][CH:3]=1.C[Si](Cl)(C)C.[CH2:30](O)[CH2:31][OH:32]>C(Cl)Cl>[Cl:1][C:2]1[CH:7]=[CH:6][C:5]([S:8]([N:11]2[CH:16]([CH2:17][CH3:18])[CH2:15][C:14]3([O:32][CH2:31][CH2:30][O:19]3)[CH2:13][CH:12]2[C:20]([O:22][CH2:23][CH3:24])=[O:21])(=[O:9])=[O:10])=[CH:4][CH:3]=1. Solvent: C(Cl)Cl (CH2Cl2). Starting materials: ClC1=CC=C(C=C1)S(=O)(=O)N1C(CC(CC1CC)=O)C(=O)OCC (ethyl 1-(4-chlorophenylsulfonyl)-6-ethyl-4-oxopiperidine-2-carboxylate), C[Si](C)(C)Cl (TMSCl), C(CO)O (ethylene glycol). Procedure details: Ethyl 1-(4-chlorophenylsulfonyl)-6-ethyl-4-oxopiperidine-2-carboxylate (109; 5.31 g, 14.2 mmol), TMSCl (5.41 ml, 42.6 mmol), and ethylene glycol (3.96 ml, 71.0 mmol) were added to CH2Cl2 (50 ml) and refluxed under nitrogen for 3 hours. The reaction mixture was concentrated tinder reduced pressure, and taken up in equal portions of EtOAc and water. The aqueous layer was washed with several more portions of EtOAc, dried over Na2SO4, and concentrated to give 5.67 g (96%) of a mixture of cis/trans (... The yield is 95.5%. Reactants: O=C([O-])O, CC1NC(C(OCc2ccccc2)C(Cc2cc(F)cc(F)c2)N(Cc2ccccc2)Cc2ccccc2)COC1O, CC(C)(C)CO, CS(=O)(=O)O, ClCCl, [Na+]. The product is CC1NC(C(OCc2ccccc2)C(Cc2cc(F)cc(F)c2)N(Cc2ccccc2)Cc2ccccc2)COC1OCC(C)(C)C. RXN SMILES: [C:54](=[O:55])([OH:56])[O-:57].[CH2:1]([c:2]1[cH:3][cH:4][cH:5][cH:6][cH:7]1)[O:8][CH:9]([CH:10]([CH2:11][c:12]1[cH:13][c:14]([F:19])[cH:15][c:16]([F:18])[cH:17]1)[N:20]([CH2:21][c:22]1[cH:23][cH:24][cH:25][cH:26][cH:27]1)[CH2:28][c:29]1[cH:30][cH:31][cH:32][cH:33][cH:34]1)[CH:35]1[NH:36][CH:37]([CH3:42])[CH:38]([OH:41])[O:39][CH2:40]1.[CH2:43]([C:44]([CH3:45])([CH3:46])[CH3:47])[OH:48].[CH3:49][S:50](=[O:51])(=[O:52])[OH:53].[Cl:59][CH2:60][Cl:61].[Na+:58]>>[CH2:1]([c:2]1[cH:3][cH:4][cH:5][cH:6][cH:7]1)[O:8][CH:9]([CH:10]([CH2:11][c:12]1[cH:13][c:14]([F:19])[cH:15][c:16]([F:18])[cH:17]1)[N:20]([CH2:21][c:22]1[cH:23][cH:24][cH:25][cH:26][cH:27]1)[CH2:28][c:29]1[cH:30][cH:31][cH:32][cH:33][cH:34]1)[CH:35]1[NH:36][CH:37]([CH3:42])[CH:38]([O:41][CH2:43][C:44]([CH3:45])([CH3:46])[CH3:47])[O:39][CH2:40]1. Starting materials: [BH4-], CCCCOCCOc1ccc(-c2ccc3c(c2)C=C(C(=O)Nc2ccc(CS(=O)(=O)c4cccc[n+]4[O-])cc2)CCN3C(=O)C(F)(F)F)cc1, CCO, [Na+]. Product: CCCCOCCOc1ccc(-c2ccc3c(c2)C=C(C(=O)Nc2ccc(CS(=O)(=O)c4cccc[n+]4[O-])cc2)CCN3)cc1. Reaction SMILES: [BH4-:52].[CH2:1]([CH2:2][CH2:3][CH3:4])[O:5][CH2:6][CH2:7][O:8][c:9]1[cH:10][cH:11][c:12](-[c:15]2[cH:16][cH:17][c:18]3[c:19]([cH:51]2)[CH:20]=[C:21]([C:31](=[O:32])[NH:33][c:34]2[cH:35][cH:36][c:37]([CH2:40][S:41](=[O:42])(=[O:43])[c:44]4[n+:45]([O-:50])[cH:46][cH:47][cH:48][cH:49]4)[cH:38][cH:39]2)[CH2:22][CH2:23][N:24]3[C:25](=[O:26])[C:27]([F:28])([F:29])[F:30])[cH:13][cH:14]1.[CH3:54][CH2:55][OH:56].[Na+:53]>>[CH2:1]([CH2:2][CH2:3][CH3:4])[O:5][CH2:6][CH2:7][O:8][c:9]1[cH:10][cH:11][c:12](-[c:15]2[cH:16][cH:17][c:18]3[c:19]([cH:51]2)[CH:20]=[C:21]([C:31](=[O:32])[NH:33][c:34]2[cH:35][cH:36][c:37]([CH2:40][S:41](=[O:42])(=[O:43])[c:44]4[n+:45]([O-:50])[cH:46][cH:47][cH:48][cH:49]4)[cH:38][cH:39]2)[CH2:22][CH2:23][NH:24]3)[cH:13][cH:14]1. Reactants: CCOC(=O)c1ccc(N)cc1, Cc1c(S(=O)(=O)Cl)sc2ccc(Cl)cc12, Cl, c1ccncc1. Yields the product CCOC(=O)c1ccc(NS(=O)(=O)c2sc3ccc(Cl)cc3c2C)cc1. RXN SMILES: [CH3:1][CH2:2][O:3][C:4](=[O:5])[c:6]1[cH:7][cH:8][c:9]([NH2:10])[cH:11][cH:12]1.[Cl:13][c:14]1[cH:15][c:16]2[c:17]([s:18][c:19]([S:22](=[O:23])(=[O:24])[Cl:25])[c:20]2[CH3:21])[cH:26][cH:27]1.[ClH:28].[cH:29]1[cH:30][cH:31][n:32][cH:33][cH:34]1>>[CH3:1][CH2:2][O:3][C:4](=[O:5])[c:6]1[cH:7][cH:8][c:9]([NH:10][S:22]([c:19]2[s:18][c:17]3[c:16]([cH:15][c:14]([Cl:13])[cH:27][cH:26]3)[c:20]2[CH3:21])(=[O:23])=[O:24])[cH:11][cH:12]1.